describe an organic reaction: reactants, conditions, products, and yield From a dataset of the Open Reaction Database (ORD), a public repository of structured organic reaction records. The reactants are O=C([O-])[O-], CCOC(=O)c1cc2cc(OCCOC)cc(NS(=O)(=O)c3ccccn3)c2[nH]1, CI, CN(C)C=O, CCOC(C)=O, [K+], [K+]. Product: CCOC(=O)c1cc2cc(OCCOC)cc(N(C)S(=O)(=O)c3ccccn3)c2[nH]1. RXN SMILES: [C:30](=[O:31])([O-:32])[O-:33].[CH3:1][O:2][CH2:3][CH2:4][O:5][c:6]1[cH:7][c:8]2[cH:9][c:10]([C:25](=[O:26])[O:27][CH2:28][CH3:29])[nH:11][c:12]2[c:13]([NH:15][S:16](=[O:17])(=[O:18])[c:19]2[n:20][cH:21][cH:22][cH:23][cH:24]2)[cH:14]1.[CH3:36][I:37].[CH3:38][N:39]([CH3:40])[CH:41]=[O:42].[CH3:43][CH2:44][O:45][C:46](=[O:47])[CH3:48].[K+:34].[K+:35]>>[CH3:1][O:2][CH2:3][CH2:4][O:5][c:6]1[cH:7][c:8]2[cH:9][c:10]([C:25](=[O:26])[O:27][CH2:28][CH3:29])[nH:11][c:12]2[c:13]([N:15]([S:16](=[O:17])(=[O:18])[c:19]2[n:20][cH:21][cH:22][cH:23][cH:24]2)[CH3:30])[cH:14]1. Isolated yield 86.3%. RXN SMILES: [Cl:1][C:2]1[CH:3]=[C:4]([CH:14](O)[CH2:15][CH2:16][N:17]([CH2:20][CH3:21])[CH2:18][CH3:19])[CH:5]=[CH:6][C:7]=1[CH:8]1[CH2:13][CH2:12][CH2:11][CH2:10][CH2:9]1.C1(C)C=CC(S(O)(=O)=O)=CC=1.O.N>C1(C)C=CC=CC=1>[Cl:1][C:2]1[CH:3]=[C:4]([CH:14]=[CH:15][CH2:16][N:17]([CH2:20][CH3:21])[CH2:18][CH3:19])[CH:5]=[CH:6][C:7]=1[CH:8]1[CH2:13][CH2:12][CH2:11][CH2:10][CH2:9]1. Yields the product ClC=1C=C(C=CC1C1CCCCC1)C=CCN(CC)CC (3-chloro-4-cyclohexyl-1-(3-diethylamino-propen-1-yl)-benzene). Solvent: C1(=CC=CC=C1)C (toluene). Procedure: 81 g of the compound produced in step (b) were dissolved in 500 ml of toluene and, to the solution so produced, was added a solution of 76 g of p-toluenesulphonic acid in the minimum quantity of water. The mixture was heated under reflux for about 20 hours, continuously removing the water formed. At the end of this time, the solution was cooled and poured into 2 liters of water, to which ammonia was added until the solution became alkaline. The organic phase was then separated, washed with water... Starting materials: ClC=1C=C(C=CC1C1CCCCC1)C(CCN(CC)CC)O (3-chloro-4-cyclohexyl-1-(3-diethylamino-1-hydroxy-propyl)-benzene), O (water), N (ammonia), C1(=CC=C(C=C1)S(=O)(=O)O)C (p-toluenesulphonic acid), O (water). Yields the product C(C)OC(=O)N(S(=O)(=O)C1=CC=C(C=C1)Cl)CC(CC1=CC=C(C=C1)OCOC)C=1C=NC=CC1 (N-ethoxycarbonyl-N-[3-(4-methoxymethyloxyphenyl)-2-(3-pyridyl)propyl]-4-chlorobenzenesulfonamide). Reactants: [H-].[Na+] (sodium hydride), O (water), COCOC1=CC=C(C=C1)CC(CNS(=O)(=O)C1=CC=C(C=C1)Cl)C=1C=NC=CC1 (N-[3-(4-methoxymethyloxyphenyl)-2-(3-pyridyl)propyl]-4-chlorobenzene sulfonamide), C(OCC)(=O)Cl (ethyl chlorocarbonate). Conditions: temperature 0 celsius, time 4 hour. Run in CN(C=O)C (dimethylformamide). Yield: 95.8%. RXN SMILES: [H-].[Na+].[CH3:3][O:4][CH2:5][O:6][C:7]1[CH:12]=[CH:11][C:10]([CH2:13][CH:14]([C:27]2[CH:28]=[N:29][CH:30]=[CH:31][CH:32]=2)[CH2:15][NH:16][S:17]([C:20]2[CH:25]=[CH:24][C:23]([Cl:26])=[CH:22][CH:21]=2)(=[O:19])=[O:18])=[CH:9][CH:8]=1.[C:33](Cl)(=[O:37])[O:34][CH2:35][CH3:36].O>CN(C)C=O>[CH2:35]([O:34][C:33]([N:16]([CH2:15][CH:14]([C:27]1[CH:28]=[N:29][CH:30]=[CH:31][CH:32]=1)[CH2:13][C:10]1[CH:9]=[CH:8][C:7]([O:6][CH2:5][O:4][CH3:3])=[CH:12][CH:11]=1)[S:17]([C:20]1[CH:25]=[CH:24][C:23]([Cl:26])=[CH:22][CH:21]=1)(=[O:19])=[O:18])=[O:37])[CH3:36] |f:0.1|. Reported procedure: A portion of 144 mg of 60% sodium hydride were suspended in 15 ml of dimethylformamide and cooled to 0° C., followed by dropwise addition of 1.34 g of N-[3-(4-methoxymethyloxyphenyl)-2-(3-pyridyl)propyl]-4-chlorobenzene sulfonamide, and then followed by addition of 391 mg of ethyl chlorocarbonate. After stirring at room temperature for four hours, the reaction mixture was poured into water. The aqueous phase was extracted with ethyl acetate, and the organic phase was washed in saturated aqueous ... Starting materials: NC1=CC=C(OC2=CC(=NC=C2)NC(=O)N2CCC(CC2)N2CCC2)C=C1 (4-(4-aminophenoxy)-2-{[4-(azetidin-1-yl)piperidin-1-yl]carbonylamino}pyridine), C1(=CC=CC=C1)CC(=O)N=C=O (2-phenylacetyl isocyanate). Run in O1CCCC1 (tetrahydrofuran), CCCCCC (hexane). Run at time 8 hour. The product is N1(CCC1)C1CCN(CC1)C(=O)NC1=NC=CC(=C1)OC1=CC=C(C=C1)NC(=O)NC(CC1=CC=CC=C1)=O (2-{[4-(Azetidin-1-yl)piperidin-1-yl]carbonylamino}-4-{4-[3-(2-phenylacetyl)ureido]phenoxy}pyridine). Yield: 55.0%. As a reaction SMILES: [NH2:1][C:2]1[CH:27]=[CH:26][C:5]([O:6][C:7]2[CH:12]=[CH:11][N:10]=[C:9]([NH:13][C:14]([N:16]3[CH2:21][CH2:20][CH:19]([N:22]4[CH2:25][CH2:24][CH2:23]4)[CH2:18][CH2:17]3)=[O:15])[CH:8]=2)=[CH:4][CH:3]=1.[C:28]1([CH2:34][C:35]([N:37]=[C:38]=[O:39])=[O:36])[CH:33]=[CH:32][CH:31]=[CH:30][CH:29]=1>O1CCCC1.CCCCCC>[N:22]1([CH:19]2[CH2:18][CH2:17][N:16]([C:14]([NH:13][C:9]3[CH:8]=[C:7]([O:6][C:5]4[CH:4]=[CH:3][C:2]([NH:1][C:38]([NH:37][C:35](=[O:36])[CH2:34][C:28]5[CH:29]=[CH:30][CH:31]=[CH:32][CH:33]=5)=[O:39])=[CH:27][CH:26]=4)[CH:12]=[CH:11][N:10]=3)=[O:15])[CH2:21][CH2:20]2)[CH2:25][CH2:24][CH2:23]1. Reported procedure: To a solution of 4-(4-aminophenoxy)-2-{[4-(azetidin-1-yl)piperidin-1-yl]carbonylamino}pyridine (62.8 mg) in tetrahydrofuran (4.0 ml) was added a solution of 2-phenylacetyl isocyanate in hexane (0.25 M, 1.71 ml) at room temperature, followed by stirring overnight. The reaction mixture was partitioned between ethyl acetate and a saturated aqueous solution of sodium hydrogencarbonate. The organic layer was washed with brine and dried over anhydrous sodium sulfate. The solvent was evaporated to give...